The task is: describe an organic reaction: reactants, conditions, products, and yield. This data is from the Open Reaction Database (ORD), a public repository of structured organic reaction records. The reactants are CCSCn1c(=O)c(C(=O)OC)cc2cccnc21, C1COCCO1, Cl. Product: CCSCn1c(=O)c(C(=O)O)cc2cccnc21. As a reaction SMILES: [CH2:1]([CH3:2])[S:3][CH2:4][n:5]1[c:6](=[O:19])[c:7]([C:15](=[O:16])[O:17][CH3:18])[cH:8][c:9]2[cH:10][cH:11][cH:12][n:13][c:14]12.[CH2:21]1[O:22][CH2:23][CH2:24][O:25][CH2:26]1.[ClH:20]>>[CH2:1]([CH3:2])[S:3][CH2:4][n:5]1[c:6](=[O:19])[c:7]([C:15](=[O:16])[OH:17])[cH:8][c:9]2[cH:10][cH:11][cH:12][n:13][c:14]12. Reactants: ClC1=C2C(=NC=C1)NC(=N2)C2CC2 (7-chloro-2-cyclopropyl-3H-imidazo[4,5-b]pyridine), BrCC1=CC2=C(/C(/C3=C(OC2)C=C(C=C3)F)=C(\C#N)/C)C=C1 ((E)-2-[8-(bromomethyl)-3-fluorodibenzo[b,e]oxepin-11(6H)-ylidene]propanenitrile). The product is ClC1=C2C(=NC=C1)N(C(=N2)C2CC2)CC2=CC1=C(/C(/C3=C(OC1)C=C(C=C3)F)=C(\C#N)/C)C=C2 ((E)-2-{8-[(7-chloro-2-cyclopropyl-3H-imidazo[4,5-b]pyridin-3-yl)methyl]-3-fluorodibenzo[b,e]oxepin-11(6H)-ylidene}propanenitrile). The yield is 54.2%. As a reaction SMILES: [Cl:1][C:2]1[CH:7]=[CH:6][N:5]=[C:4]2[NH:8][C:9]([CH:11]3[CH2:13][CH2:12]3)=[N:10][C:3]=12.Br[CH2:15][C:16]1[CH:35]=[CH:34][C:19]2/[C:20](=[C:30](/[CH3:33])\[C:31]#[N:32])/[C:21]3[CH:28]=[CH:27][C:26]([F:29])=[CH:25][C:22]=3[O:23][CH2:24][C:18]=2[CH:17]=1>>[Cl:1][C:2]1[CH:7]=[CH:6][N:5]=[C:4]2[N:8]([CH2:15][C:16]3[CH:35]=[CH:34][C:19]4/[C:20](=[C:30](/[CH3:33])\[C:31]#[N:32])/[C:21]5[CH:28]=[CH:27][C:26]([F:29])=[CH:25][C:22]=5[O:23][CH2:24][C:18]=4[CH:17]=3)[C:9]([CH:11]3[CH2:13][CH2:12]3)=[N:10][C:3]=12. Procedure details: Using 7-chloro-2-cyclopropyl-3H-imidazo[4,5-b]pyridine (EP1988091, 81 mg, 0.419 mmol) and (E)-2-[8-(bromomethyl)-3-fluorodibenzo[b,e]oxepin-11(6H)-ylidene]propanenitrile (150 mg, 0.419 mmol) obtained in Reference Example 1, and in the same manner as in Reference Example 1A, the title compound (107 mg, 54%) was obtained.